This data is from the Open Reaction Database (ORD), a public repository of structured organic reaction records. The task is: describe an organic reaction: reactants, conditions, products, and yield The reactants are ClC1=C(C=CC(=C1)Cl)I (2,4-Dichloroiodobenzene), BrC1=C(C=C(C=C1)Br)[N+](=O)[O-] (2,5-dibromonitrobenzene). Product: BrC1=CC(=C(C=C1)C1=C(C=C(C=C1)Cl)Cl)[N+](=O)[O-] (4-bromo-2',4'-dichloro-2-nitrobiphenyl). Reaction SMILES: [Cl:1][C:2]1[CH:7]=[C:6]([Cl:8])[CH:5]=[CH:4][C:3]=1I.Br[C:11]1[CH:16]=[CH:15][C:14]([Br:17])=[CH:13][C:12]=1[N+:18]([O-:20])=[O:19]>>[Br:17][C:14]1[CH:15]=[CH:16][C:11]([C:3]2[CH:4]=[CH:5][C:6]([Cl:8])=[CH:7][C:2]=2[Cl:1])=[C:12]([N+:18]([O-:20])=[O:19])[CH:13]=1. Procedure: 2,4-Dichloroiodobenzene and 2,5-dibromonitrobenzene were reacted under Ullmann conditions to give 4-bromo-2',4'-dichloro-2-nitrobiphenyl, m.p. 112°-115° C. This was reduced with stannous chloride to give 2-amino-4-bromo-2',4'-dichlorobiphenyl, b.p. 170°-175° C./0.2 mm. This was subjected to the Schiemann reaction using fluoroboric acid to give 4-bromo-2',4'-dichloro-2-fluorobiphenyl, m.p. 63°-65° C. This was reacted with cuprous cyanide in dimethyl formamide to give 2',4'-dichloro-4-cyano-2-fluo... Starting materials: Clc1ncc(Br)c(-c2cccs2)n1, O=C([O-])[O-], CN1CCCC1=O, [K+], [K+], NCCN1CCNC1=O, O. Yields the product O=C1NCCN1CCNc1ncc(Br)c(-c2cccs2)n1. RXN SMILES: [Br:1][c:2]1[c:3](-[c:9]2[s:10][cH:11][cH:12][cH:13]2)[n:4][c:5]([Cl:8])[n:6][cH:7]1.[C:14](=[O:15])([O-:16])[O-:17].[CH3:30][N:31]1[CH2:32][CH2:33][CH2:34][C:35]1=[O:36].[K+:18].[K+:19].[NH2:20][CH2:21][CH2:22][N:23]1[C:24](=[O:28])[NH:25][CH2:26][CH2:27]1.[OH2:29]>>[Br:1][c:2]1[c:3](-[c:9]2[s:10][cH:11][cH:12][cH:13]2)[n:4][c:5]([NH:20][CH2:21][CH2:22][N:23]2[C:24](=[O:28])[NH:25][CH2:26][CH2:27]2)[n:6][cH:7]1.